From a dataset of the Open Reaction Database (ORD), a public repository of structured organic reaction records. describe an organic reaction: reactants, conditions, products, and yield Starting materials: C(C)(=O)C1=CC2=C(S1)C(C1=C(SC=C1)C2=O)=O (2-Acetyl-4,8-dihydrobenzo[1,2-b:4,5-b′]dithiophene-4,8-dione), [BH4-].[Na+] (NaBH4). The solvent is CO (MeOH). Conditions: time 2 hour. The product is OC(C)C1=CC2=C(S1)C(C1=C(SC=C1)C2=O)=O (2-(1′-Hydroxyethyl)-4,8-dihydrobenzo[1,2-b:4,5-b′]dithiophene-4,8-dione). Isolated yield 93.0%. As a reaction SMILES: [C:1]([C:4]1[S:8][C:7]2[C:9](=[O:17])[C:10]3[CH:14]=[CH:13][S:12][C:11]=3[C:15](=[O:16])[C:6]=2[CH:5]=1)(=[O:3])[CH3:2].[BH4-].[Na+]>CO>[OH:3][CH:1]([C:4]1[S:8][C:7]2[C:9](=[O:17])[C:10]3[CH:14]=[CH:13][S:12][C:11]=3[C:15](=[O:16])[C:6]=2[CH:5]=1)[CH3:2] |f:1.2|. Procedure details: To a suspension of 9 (3.0 g, 11.2 mmol) in MeOH (200 mL) was added NaBH4 (1.5 g, 39.7 mmol) and stirring continued for 2 h. After acidification with dilute HCl, the solution was extracted with CHCl3. The organic fraction was washed with water, dried, and condensed. The residue was purified by column chromatography (silica gel, CHCl3) to give 10 as a yellow solid (mp 166-168° C.) in a 93% yield. IR (KBr) 1650, 1680 (C═O), 3200-3600 (OH) cm−1; 1H NMR (DMSO-d6) δ 1.48 (d, J=6.3 Hz, 3H, CH3), 5.02-5... Starting materials: N1=C(C=CC=C1)CN1CC(C2=CC(=CC=C12)O)(C)C (1-(2-pyridylmethyl)-3,3-dimethylindolin-5-ol), C(C1=CC=CC=C1)N=C=O (benzylisocyanate), Example 2 ( 2 ). Yields the product C(C1=CC=CC=C1)NC(OC=1C=C2C(CN(C2=CC1)CC1=NC=CC=C1)(C)C)=O (1-(2-pyridylmethyl)-3,3-dimethylindolin-5-yl benzylcarbamate), solid. The yield is 51.0%. RXN SMILES: [N:1]1[CH:6]=[CH:5][CH:4]=[CH:3][C:2]=1[CH2:7][N:8]1[C:16]2[C:11](=[CH:12][C:13]([OH:17])=[CH:14][CH:15]=2)[C:10]([CH3:19])([CH3:18])[CH2:9]1.[CH2:20]([N:27]=[C:28]=[O:29])[C:21]1[CH:26]=[CH:25][CH:24]=[CH:23][CH:22]=1>>[CH2:20]([NH:27][C:28](=[O:29])[O:17][C:13]1[CH:12]=[C:11]2[C:16](=[CH:15][CH:14]=1)[N:8]([CH2:7][C:2]1[CH:3]=[CH:4][CH:5]=[CH:6][N:1]=1)[CH2:9][C:10]2([CH3:19])[CH3:18])[C:21]1[CH:26]=[CH:25][CH:24]=[CH:23][CH:22]=1. Procedure details: The title compound was synthesized from 1-(2-pyridylmethyl)-3,3-dimethylindolin-5-ol (20.0 mg, 0.09 mmol) using the same procedure employed for Example 2 (2), but with benzylisocyanate instead of 4-isopropylphenylisocyanate. The product was obtained as a white solid (15.5 mg, 51%) having the following characteristics. Starting materials: CN1N=C(C=C1)NC1=NC=NC2=CC=C(C=C12)OC1=CC=C(C=N1)O (6-({4-[(1-methyl-1H-pyrazol-3-yl)amino]quinazolin-6-yl}oxy)pyridin-3-ol), CS(=O)(=O)OC[C@@H](C)OC1OCCCC1 ((2R)-2-(tetrahydro-2H-pyran-2-yloxy)propyl methanesulfonate), CN.O1CCCC1 (methylamine tetrahydrofuran). Yields the product CN[C@@H](COC=1C=CC(=NC1)OC=1C=C2C(=NC=NC2=CC1)NC1=NN(C=C1)C)C (6-[(5-{[(2R)-2-(methylamino)propyl]oxy}pyridin-2-yl)oxy]-N-(1-methyl-1H-pyrazol-3-yl)quinazoline-4-amine). As a reaction SMILES: [CH3:1][N:2]1[CH:6]=[CH:5][C:4]([NH:7][C:8]2[C:17]3[C:12](=[CH:13][CH:14]=[C:15]([O:18][C:19]4[N:24]=[CH:23][C:22]([OH:25])=[CH:21][CH:20]=4)[CH:16]=3)[N:11]=[CH:10][N:9]=2)=[N:3]1.CS(O[CH2:31][C@H:32](OC1CCCCO1)[CH3:33])(=O)=O.[CH3:41][NH2:42].O1CCCC1>>[CH3:41][NH:42][C@H:32]([CH3:33])[CH2:31][O:25][C:22]1[CH:21]=[CH:20][C:19]([O:18][C:15]2[CH:16]=[C:17]3[C:12](=[CH:13][CH:14]=2)[N:11]=[CH:10][N:9]=[C:8]3[NH:7][C:4]2[CH:5]=[CH:6][N:2]([CH3:1])[N:3]=2)=[N:24][CH:23]=1 |f:2.3|. Procedure: Using 6-({4-[(1-methyl-1H-pyrazol-3-yl)amino]quinazolin-6-yl}oxy)pyridin-3-ol obtained in Example 6-3), (2R)-2-(tetrahydro-2H-pyran-2-yloxy)propyl methanesulfonate and 2 M methylamine/tetrahydrofuran solution, and in the same manner as in Example 26 or according to a method similar to it or according to a combination thereof with an ordinary method, the entitled compound (6 mg) was obtained as a pale yellow amorphous solid. Starting materials: C1(CC1)N1C2=C(N=C(C3=C1N=CC=C3)OS(=O)(=O)C(F)(F)F)C(=CC=N2)C (11-cyclopropyl-4-methyl-6-trifluoromethanesulfonyloxy-11H-dipyrido[3,2-b:2',3'-e][1,4]diazepine), [OH-].[NH4+] (ammonium hydroxide). Solvent: C(C)(=O)OCC (ethyl acetate), O1CCOCC1 (1,4-dioxane). Reaction conditions: temperature 100 celsius. Product: NC=1C2=C(N(C3=C(N1)C(=CC=N3)C)C3CC3)N=CC=C2 (6-Amino-11-cyclopropyl-4-methyl-11H-dipyrido[3,2-b:2',3'-e][1,4]diazepine). Yield: 30.0%. RXN SMILES: [CH:1]1([N:4]2[C:10]3[N:11]=[CH:12][CH:13]=[CH:14][C:9]=3[C:8](OS(C(F)(F)F)(=O)=O)=[N:7][C:6]3[C:23]([CH3:27])=[CH:24][CH:25]=[N:26][C:5]2=3)[CH2:3][CH2:2]1.[OH-].[NH4+:29]>O1CCOCC1.C(OCC)(=O)C>[NH2:29][C:8]1[C:9]2[CH:14]=[CH:13][CH:12]=[N:11][C:10]=2[N:4]([CH:1]2[CH2:3][CH2:2]2)[C:5]2[N:26]=[CH:25][CH:24]=[C:23]([CH3:27])[C:6]=2[N:7]=1 |f:1.2|. Procedure details: To a solution of 11-cyclopropyl-4-methyl-6-trifluoromethanesulfonyloxy-11H-dipyrido[3,2-b:2',3'-e][1,4]diazepine (0.22 g, 0.55 mmol) in 1,4-dioxane (3 mL) was added 30% ammonium hydroxide (3 mL). The mixture was heated at 100° C. for 15 min. After cooling to room temperature the mixture was diluted with ethyl acetate, washed with water, dried (magnesium sulfate), filtered and concentrated in vacuo. The residue was chromatographed over silica gel (eluted with 1:1:1 ethyl acetate/hexane/methylene ... Procedure: To a solution of 149.5 g (0.664 mol) of 4-bromo-2-methyl-1-indanone in 900 ml of THF-methanol (2:1, vol.), 37.6 g (0.995 mol) of NaBH4 was added in small portions with vigorous stirring over 1.5 hours at 5° C. This mixture was stirred at room temperature for 12 hours and then added to 2 L of cold water. The hydrogenation product was extracted with 5×200 ml of dichloromethane, and the combined extract was evaporated to dryness. To 149 g (2.65 mol) of KOH in 420 ml of DMSO, 188 g (82.5 ml, 1.33 mo... Solvent: CS(=O)C (DMSO), CS(=O)C (DMSO), C1CCOC1.CO (THF methanol), O (water), O (water). Conditions: temperature 5 celsius, time 1.5 hour. Yields the product BrC1=C2CC(C(C2=CC=C1)OC)C (4-Bromo-1-methoxy-2-methylindane). Reactants: [OH-].[K+] (KOH), CI (MeI), BrC1=C2CC(C(C2=CC=C1)O)C (4-bromo-2-methylindan-1-ol), BrC1=C2CC(C(C2=CC=C1)=O)C (4-bromo-2-methyl-1-indanone), [BH4-].[Na+] (NaBH4), colorless oil, CI (MeI). RXN SMILES: [Br:1][C:2]1[CH:10]=[CH:9][CH:8]=[C:7]2[C:3]=1[CH2:4][CH:5]([CH3:12])[C:6]2=[O:11].[BH4-].[Na+].[OH-].[K+].CI.Br[C:20]1C=CC=C2C=1CC(C)C2O>C1COCC1.CO.CS(C)=O.O>[Br:1][C:2]1[CH:10]=[CH:9][CH:8]=[C:7]2[C:3]=1[CH2:4][CH:5]([CH3:12])[CH:6]2[O:11][CH3:20] |f:1.2,3.4,7.8|. Reactants: ClC1=CC=C(C=C1)CC(=O)Cl (2-(4-chlorophenyl)acetyl chloride), ice, C1(=CC=CC=C1)C(=NNC1=CC=C(C=C1)C)C1=CC=CC=C1 (1-(diphenylmethylene)-2-p-tolylhydrazine), C(C)(C)N(CC)C(C)C (N,N-diisopropyl-N-ethylamine). Solvent: CN(C=O)C (N,N-dimethylformamide). Reaction conditions: time 18 hour. Product: ClC1=CC=C(C=C1)CC(=O)N(N=C(C1=CC=CC=C1)C1=CC=CC=C1)C1=CC=C(C=C1)C (2-(4-chlorophenyl)-N′-(diphenylmethylene)-N-p-tolylacetohydrazide). Reaction SMILES: [C:1]1([C:7]([C:17]2[CH:22]=[CH:21][CH:20]=[CH:19][CH:18]=2)=[N:8][NH:9][C:10]2[CH:15]=[CH:14][C:13]([CH3:16])=[CH:12][CH:11]=2)[CH:6]=[CH:5][CH:4]=[CH:3][CH:2]=1.C(N(C(C)C)CC)(C)C.[Cl:32][C:33]1[CH:38]=[CH:37][C:36]([CH2:39][C:40](Cl)=[O:41])=[CH:35][CH:34]=1>CN(C)C=O>[Cl:32][C:33]1[CH:38]=[CH:37][C:36]([CH2:39][C:40]([N:9]([C:10]2[CH:11]=[CH:12][C:13]([CH3:16])=[CH:14][CH:15]=2)[N:8]=[C:7]([C:1]2[CH:2]=[CH:3][CH:4]=[CH:5][CH:6]=2)[C:17]2[CH:22]=[CH:21][CH:20]=[CH:19][CH:18]=2)=[O:41])=[CH:35][CH:34]=1. Reported procedure: To an ice-chilled solution of 1-(diphenylmethylene)-2-p-tolylhydrazine (270 mg, 0.94 mmol; Example 36A) and N,N-diisopropyl-N-ethylamine (120 mg, 0.94 mmol; Aldrich) in N,N-dimethylformamide (2.0 mL) was added 2-(4-chlorophenyl)acetyl chloride (178 mg, 0.94 mmol; Alfa Aesar). After 10 minutes the ice bath was removed and the reaction mixture was stirred at room temperature overnight (18 hours). The reaction mixture was diluted with water (10 mL) and extracted with dichloromethane (2×20 mL). The ... Reactants: CC(C)O, CCOC(=O)CCc1c[nH]c2c(-c3noc(-c4cnc(OC(C)C)c(Cl)c4)n3)c(F)ccc12, [Na+], [OH-], O. The product is CC(C)Oc1ncc(-c2nc(-c3c(F)ccc4c(CCC(=O)O)c[nH]c34)no2)cc1Cl. RXN SMILES: [CH:36]([OH:37])([CH3:38])[CH3:39].[Cl:1][c:2]1[cH:3][c:4](-[c:12]2[n:13][c:14](-[c:17]3[c:18]([F:33])[cH:19][cH:20][c:21]4[c:22]([CH2:26][CH2:27][C:28](=[O:29])[O:30][CH2:31][CH3:32])[cH:23][nH:24][c:25]34)[n:15][o:16]2)[cH:5][n:6][c:7]1[O:8][CH:9]([CH3:10])[CH3:11].[Na+:35].[OH-:34].[OH2:40]>>[Cl:1][c:2]1[cH:3][c:4](-[c:12]2[n:13][c:14](-[c:17]3[c:18]([F:33])[cH:19][cH:20][c:21]4[c:22]([CH2:26][CH2:27][C:28](=[O:29])[OH:30])[cH:23][nH:24][c:25]34)[n:15][o:16]2)[cH:5][n:6][c:7]1[O:8][CH:9]([CH3:10])[CH3:11].